From a dataset of the Open Reaction Database (ORD), a public repository of structured organic reaction records. describe an organic reaction: reactants, conditions, products, and yield Reactants: CCOC(=O)c1oc2cccc(CCCOC)c2c1C, CO, Cl, [Li+], C1CCOC1, [OH-]. Product: COCCCc1cccc2oc(C(=O)O)c(C)c12. Reaction SMILES: [CH2:1]([CH3:2])[O:3][C:4](=[O:5])[c:6]1[o:7][c:8]2[c:9]([c:10]1[CH3:11])[c:12]([CH2:16][CH2:17][CH2:18][O:19][CH3:20])[cH:13][cH:14][cH:15]2.[CH3:29][OH:30].[ClH:23].[Li+:22].[O:24]1[CH2:25][CH2:26][CH2:27][CH2:28]1.[OH-:21]>>[O:3]=[C:4]([OH:5])[c:6]1[o:7][c:8]2[c:9]([c:10]1[CH3:11])[c:12]([CH2:16][CH2:17][CH2:18][O:19][CH3:20])[cH:13][cH:14][cH:15]2. Reactants: BrC1=C2C=CN(C2=CC=C1OCC1=CC=CC=C1)S(=O)(=O)C1=CC=CC=C1 (4-bromo-5-benzyloxy-1-(phenylsulfonyl)-1H-indole), BrC1=C2C=CN(C2=CC=C1OCC1=CC=CC=C1)S(=O)(=O)C1=CC=CC=C1 (4-bromo-5-benzyloxy-1-(phenylsulfonyl)-1H-indole), C(CCC)C(=C(CCCC)CCCC)[Sn] (tributylvinyltin), N1=C(C=CC=C1C)C (2,6-lutidine), I(=O)(=O)(=O)[O-].[Na+] (sodium periodate), O1CCOCC1 (dioxane), O1CCOCC1 (dioxane). Reagents/catalysts: Cl[Pd]([P](C1=CC=CC=C1)(C2=CC=CC=C2)C3=CC=CC=C3)([P](C4=CC=CC=C4)(C5=CC=CC=C5)C6=CC=CC=C6)Cl (Pd(PPh3)2Cl2), Cl[Pd]([P](C1=CC=CC=C1)(C2=CC=CC=C2)C3=CC=CC=C3)([P](C4=CC=CC=C4)(C5=CC=CC=C5)C6=CC=CC=C6)Cl (Pd(PPh3)2Cl2), O=[Os](=O)(=O)=O (OsO4). Run in C1(=CC=CC=C1)C (toluene), O (water). Reaction conditions: time 5 minute. Yields the product C(C1=CC=CC=C1)OC1=C(C=2C=CN(C2C=C1)S(=O)(=O)C1=CC=CC=C1)C=O (5-(Benzyloxy)-1-(phenylsulfonyl)-1H-indole-4-carbaldehyde). RXN SMILES: Br[C:2]1[C:10]([O:11][CH2:12][C:13]2[CH:18]=[CH:17][CH:16]=[CH:15][CH:14]=2)=[CH:9][CH:8]=[C:7]2[C:3]=1[CH:4]=[CH:5][N:6]2[S:19]([C:22]1[CH:27]=[CH:26][CH:25]=[CH:24][CH:23]=1)(=[O:21])=[O:20].C(C([Sn])=C(CCCC)CCCC)CCC.N1C(C)=CC=CC=1C.I([O-])(=O)(=O)=O.[Na+].[O:57]1CCOC[CH2:58]1>C1(C)C=CC=CC=1.O.Cl[Pd](Cl)([P](C1C=CC=CC=1)(C1C=CC=CC=1)C1C=CC=CC=1)[P](C1C=CC=CC=1)(C1C=CC=CC=1)C1C=CC=CC=1.O=[Os](=O)(=O)=O>[CH2:12]([O:11][C:10]1[CH:9]=[CH:8][C:7]2[N:6]([S:19]([C:22]3[CH:27]=[CH:26][CH:25]=[CH:24][CH:23]=3)(=[O:21])=[O:20])[CH:5]=[CH:4][C:3]=2[C:2]=1[CH:58]=[O:57])[C:13]1[CH:18]=[CH:17][CH:16]=[CH:15][CH:14]=1 |f:3.4,^1:29,73,92|. Procedure: To a warm solution of 4-bromo-5-benzyloxy-1-(phenylsulfonyl)-1H-indole (Intermediate 3, 4.74 g, 10.7 mmol) in toluene (100 mL) was added tributylvinyltin (6.80 g, 21.4 mmol) and Pd(PPh3)2Cl2 (0.37 g, 0.50 mmol). The solution was heated at reflux for two hours and more Pd(PPh3)2Cl2 (0.20 g, 0.30 mmol) was added and the reaction mixture was refluxed overnight. A teaspoon of silica gel was added and the mixture was filtered through a pad of silica gel. The solvent was removed under reduced pressure... The reactants are [N+](=O)([O-])C(CCCO)([N+](=O)[O-])[N+](=O)[O-] (4,4,4-trinitro-1-butanol). The solvent is CO (methanol). Product: [N+](=O)([O-])C(CCCO)[N+](=O)[O-] (4,4-Dinitro-1-Butanol), product. Yield: 51.0%. RXN SMILES: [N+:1]([C:4]([N+]([O-])=O)([N+:9]([O-:11])=[O:10])[CH2:5][CH2:6][CH2:7][OH:8])([O-:3])=[O:2]>CO>[N+:1]([CH:4]([N+:9]([O-:11])=[O:10])[CH2:5][CH2:6][CH2:7][OH:8])([O-:3])=[O:2]. Reported procedure: This alcohol was prepared by stirring 4,4,4-trinitro-1-butanol (554 g, 2.65 mol) in methanol (6 l) with KI (1426 g, 8.6 mol) for 6 days at room temperature. The precipitated potassium salt was filtered, suspended in water (4 L), acidified with concentrated HCl (250 ml), and extracted into CH2Cl2 (6×500 ml). The extracts were washed with 10% NaHSO3 (1000 ml). The solution was dried over anhydrous MgSO4 and concentrated to give the product (220 g, 51%) as a yellow oil. The infrared spectrum had pe...